describe an organic reaction: reactants, conditions, products, and yield From a dataset of the Open Reaction Database (ORD), a public repository of structured organic reaction records. Starting materials: CNC1=C(C(=CC(=C1)F)NC)[N+](=O)[O-] (2-methylamino-6-methylamino-4-fluoronitrobenzene), NCC(CO)O (3-amino propane 1,2-diol), CN1C(CCC1)=O (N-methylpyrrolidone). Solvent: O1CCOCC1 (dioxan). Product: CNC1=C(C(=CC(=C1N)CC(CO)O)NC)[N+](=O)[O-] (2-methylamino-6-methylamino-4-(β,γ-dihydroxypropyl)-aminonitrobenzene). As a reaction SMILES: [CH3:1][NH:2][C:3]1[CH:8]=[C:7](F)[CH:6]=[C:5]([NH:10][CH3:11])[C:4]=1[N+:12]([O-:14])=[O:13].N[CH2:16][CH:17]([OH:20])[CH2:18][OH:19].C[N:22]1CCCC1=O>O1CCOCC1>[CH3:1][NH:2][C:3]1[C:8]([NH2:22])=[C:7]([CH2:16][CH:17]([OH:20])[CH2:18][OH:19])[CH:6]=[C:5]([NH:10][CH3:11])[C:4]=1[N+:12]([O-:14])=[O:13]. Procedure: A mixture of 0.01 mole (2 g) of 2-methylamino-6-methylamino-4-fluoronitrobenzene and 38 g of 3-amino propane 1,2-diol in 7 ml of dioxan diluted with 1 ml of N-methylpyrrolidone was refluxed for 15 hours. Starting materials: COCCCn1cc(CN(C(=O)C2CC(NCCN3C(=O)c4ccccc4C3=O)CN(C(=O)OC(C)(C)C)C2)C2CC2)c2ccccc21, CCO, NN, O. The product is COCCCn1cc(CN(C(=O)C2CC(NCCN)CN(C(=O)OC(C)(C)C)C2)C2CC2)c2ccccc21. As a reaction SMILES: [C:1]([CH3:2])([CH3:3])([CH3:4])[O:5][C:6](=[O:7])[N:8]1[CH2:9][CH:10]([C:28]([N:29]([CH2:30][c:31]2[cH:32][n:33]([CH2:40][CH2:41][CH2:42][O:43][CH3:44])[c:34]3[cH:35][cH:36][cH:37][cH:38][c:39]23)[CH:45]2[CH2:46][CH2:47]2)=[O:48])[CH2:11][CH:12]([NH:14][CH2:15][CH2:16][N:17]2[C:18](=[O:19])[c:20]3[c:21]([cH:22][cH:23][cH:24][cH:25]3)[C:26]2=[O:27])[CH2:13]1.[CH3:52][CH2:53][OH:54].[NH2:50][NH2:51].[OH2:49]>>[C:1]([CH3:2])([CH3:3])([CH3:4])[O:5][C:6](=[O:7])[N:8]1[CH2:9][CH:10]([C:28]([N:29]([CH2:30][c:31]2[cH:32][n:33]([CH2:40][CH2:41][CH2:42][O:43][CH3:44])[c:34]3[cH:35][cH:36][cH:37][cH:38][c:39]23)[CH:45]2[CH2:46][CH2:47]2)=[O:48])[CH2:11][CH:12]([NH:14][CH2:15][CH2:16][NH2:17])[CH2:13]1. Starting materials: [Si](C)(C)(C(C)(C)C)O[C@H]1[C@@H](O[C@@H]([C@H]1O[Si](C)(C)C(C)(C)C)COC)N1C2=NC(=NC(=C2N=C1)NCC(C1=CC=CC=C1)C1=CC=CC=C1)C(=O)OC (methyl 9-[(2R,3R,4R,5R)-3,4-bis{[tert-butyl(dimethyl)silyl]oxy}-5-(methoxymethyl)tetrahydro-2-furanyl]-6-[(2,2-diphenylethyl)amino]-9H-purine-2-carboxylate), B(OC)(OC)OC (trimethyl borate), [BH4-].[Li+] (lithium borohydride), O (water). Run in C(C)OCC (diethyl ether). Conditions: time 10 minute. Yields the product [Si](C)(C)(C(C)(C)C)O[C@H]1[C@@H](O[C@@H]([C@H]1O[Si](C)(C)C(C)(C)C)COC)N1C2=NC(=NC(=C2N=C1)NCC(C1=CC=CC=C1)C1=CC=CC=C1)CO ({9-[(2R,3R,4R,5R)-3,4-Bis{[tert-butyl(dimethyl)silyl]oxy}-5-(methoxymethyl)tetrahydro-2-furanyl]-6-[(2,2-diphenylethyl)amino]-9H-purin-2-yl}methanol). Yield: 74.5%. RXN SMILES: [Si:1]([O:8][C@@H:9]1[C@H:13]([O:14][Si:15]([C:18]([CH3:21])([CH3:20])[CH3:19])([CH3:17])[CH3:16])[C@@H:12]([CH2:22][O:23][CH3:24])[O:11][C@H:10]1[N:25]1[CH:33]=[N:32][C:31]2[C:26]1=[N:27][C:28]([C:49](OC)=[O:50])=[N:29][C:30]=2[NH:34][CH2:35][CH:36]([C:43]1[CH:48]=[CH:47][CH:46]=[CH:45][CH:44]=1)[C:37]1[CH:42]=[CH:41][CH:40]=[CH:39][CH:38]=1)([C:4]([CH3:7])([CH3:6])[CH3:5])([CH3:3])[CH3:2].B(OC)(OC)OC.[BH4-].[Li+].O>C(OCC)C>[Si:1]([O:8][C@@H:9]1[C@H:13]([O:14][Si:15]([C:18]([CH3:19])([CH3:20])[CH3:21])([CH3:17])[CH3:16])[C@@H:12]([CH2:22][O:23][CH3:24])[O:11][C@H:10]1[N:25]1[CH:33]=[N:32][C:31]2[C:26]1=[N:27][C:28]([CH2:49][OH:50])=[N:29][C:30]=2[NH:34][CH2:35][CH:36]([C:37]1[CH:42]=[CH:41][CH:40]=[CH:39][CH:38]=1)[C:43]1[CH:48]=[CH:47][CH:46]=[CH:45][CH:44]=1)([C:4]([CH3:6])([CH3:7])[CH3:5])([CH3:2])[CH3:3] |f:2.3|. Procedure: A stirred solution of methyl 9-[(2R,3R,4R,5R)-3,4-bis{[tert-butyl(dimethyl)silyl]oxy}-5-(methoxymethyl)tetrahydro-2-furanyl]-6-[(2,2-diphenylethyl)amino]-9H-purine-2-carboxylate (7.2 g, 9.64 mmol) (preparation 14) in dry diethyl ether (150 ml) was treated with trimethyl borate (0.11 ml, 0.97 mmol) and lithium borohydride (212 mg, 9.64 mmol) and the mixture heated at reflux for 1 hr under a nitrogen atmosphere. The mixture was then cooled to room temperature, water (100 ml) carefully added and st... The reactants are CC(C=1C=CC2=C(C1)CC(=O)C=3C=CC=CC3S2)C(=O)O (Zaltoprofen), NC1=C(C=C(C=C1)C(C(=O)O)C)CC(=O)O (2-(4-amino-3-carboxymethylphenyl)propionic acid), C1(=CC=CC=C1)S (thiophenol). Yields the product C(=O)(O)CC=1C=C(C=CC1SC1=CC=CC=C1)C(C(=O)O)C (2-(3-carboxymethyl-4-phenylthiophenyl)propionic acid). As a reaction SMILES: [CH3:1][CH:2]([C:19]([OH:21])=[O:20])[C:3]1[CH:4]=[CH:5][C:6]2[S:18][C:17]3[CH:16]=[CH:15][CH:14]=[CH:13][C:12]=3[C:10](=[O:11])[CH2:9][C:7]=2[CH:8]=1.NC1C=CC(C(C)C(O)=[O:31])=CC=1CC(O)=O.C1(S)C=CC=CC=1>>[C:10]([CH2:9][C:7]1[CH:8]=[C:3]([CH:2]([CH3:1])[C:19]([OH:21])=[O:20])[CH:4]=[CH:5][C:6]=1[S:18][C:17]1[CH:16]=[CH:15][CH:14]=[CH:13][CH:12]=1)([OH:11])=[O:31]. Procedure details: Preparation-I of the invention for preparing Zaltoprofen is characterized in that 2-(4-amino-3-carboxymethylphenyl)propionic acid or its salt is diazotized and then reacted with thiophenol to give 2-(3-carboxymethyl-4-phenylthiophenyl)propionic acid or its salt, and the resulting product is then subjected to cyclization reaction. Preparation-I is illustrated in the following reaction scheme I: ##STR7## 1) Preparation of 2-(3-carboxymethyl-4-phenylthiophenyl)propionic acid or its salt